Dataset: the Open Reaction Database (ORD), a public repository of structured organic reaction records. Task: describe an organic reaction: reactants, conditions, products, and yield Reactants: C1(CC1)C=1C(=CC2=C(C(=C(O2)C2=CC=C(C=C2)F)C2=NOC(N2)=O)C1)N(S(=O)(=O)C)CCC(C)C (N-[5-cyclopropyl-2-(4-fluorophenyl)-3-(5-oxo-4,5-dihydro-1,2,4-oxadiazol-3-yl)-1-benzofuran-6-yl]-N-(3-methylbutyl)methanesulfonamide), BrCCCl (1-bromo-2-chloroethane), N12CCCCCC2=NCCC1 (1,8-diazabicyclo[5.4.0]undec-7-ene). Run in CN(C(C)=O)C (N,N-dimethylacetamide). Yields the product ClCCN1C(=NOC1=O)C1=C(OC2=C1C=C(C(=C2)N(S(=O)(=O)C)CCC(C)C)C2CC2)C2=CC=C(C=C2)F (N-{3-[4-(2-chloroethyl)-5-oxo-4,5-dihydro-1,2,4-oxadiazol-3-yl]-5-cyclopropyl-2-(4-fluorophenyl)-1-benzofuran-6-yl}-N-(3-methylbutyl)methanesulfonamide). The yield is 30.3%. As a reaction SMILES: [CH:1]1([C:4]2[C:5]([N:26]([CH2:31][CH2:32][CH:33]([CH3:35])[CH3:34])[S:27]([CH3:30])(=[O:29])=[O:28])=[CH:6][C:7]3[O:11][C:10]([C:12]4[CH:17]=[CH:16][C:15]([F:18])=[CH:14][CH:13]=4)=[C:9]([C:19]4[NH:23][C:22](=[O:24])[O:21][N:20]=4)[C:8]=3[CH:25]=2)[CH2:3][CH2:2]1.Br[CH2:37][CH2:38][Cl:39].N12CCCN=C1CCCCC2>CN(C)C(=O)C>[Cl:39][CH2:38][CH2:37][N:23]1[C:22](=[O:24])[O:21][N:20]=[C:19]1[C:9]1[C:8]2[CH:25]=[C:4]([CH:1]3[CH2:3][CH2:2]3)[C:5]([N:26]([CH2:31][CH2:32][CH:33]([CH3:35])[CH3:34])[S:27]([CH3:30])(=[O:28])=[O:29])=[CH:6][C:7]=2[O:11][C:10]=1[C:12]1[CH:17]=[CH:16][C:15]([F:18])=[CH:14][CH:13]=1. Procedure details: A mixture of Example 10G (188 mg, 0.376 mmol), 1-bromo-2-chloroethane (0.033 mL, 0.395 mmol) and 1,8-diazabicyclo[5.4.0]undec-7-ene (0.062 mL, 0.414 mmol) in N,N-dimethylacetamide (6 mL) was heated in a sealed tube at 100° C. for 16 hours, cooled and concentrated. The residue was chromatographed on silica gel eluting with hexane to 3:1 hexane/ethyl acetate to give the title compound as a solid (64 mg, 30%). MS (ESI+) m/z 579 (M+NH4)+. Reactants: C(C)(C)[N-]C(C)C.[Li+] (lithium diisopropylamide), FC1=C(CN2C(=NC(=C2C(C)=O)CC)CCC)C=CC(=C1)I (1-(2-fluoro-4-iodobenzyl)-5-acetyl-4-ethyl-2-propyl- 1H-imidazole), O(C1=CC=CC=C1)C1=C(CI)C=CC=C1 (o-phenoxybenzyl iodide). Solvent: C1CCOC1 (THF), C1CCOC1 (THF). Conditions: temperature 0 celsius, time 15 minute. The product is FC1=C(CN2C(=NC(=C2C(=O)CCC2=C(C=CC=C2)OC2=CC=CC=C2)CC)CCC)C=CC(=C1)I (1-(2-fluoro-4-iodobenzyl)-4-ethyl-5-(2-(2-phenoxy phenyl)ethylcarbonyl)-2-propyl- 1H-imidazole). The yield is 29.6%. Reaction SMILES: [F:1][C:2]1[CH:21]=[C:20]([I:22])[CH:19]=[CH:18][C:3]=1[CH2:4][N:5]1[C:9]([C:10](=[O:12])[CH3:11])=[C:8]([CH2:13][CH3:14])[N:7]=[C:6]1[CH2:15][CH2:16][CH3:17].C([N-]C(C)C)(C)C.[Li+].[O:31]([C:38]1[CH:45]=[CH:44][CH:43]=[CH:42][C:39]=1[CH2:40]I)[C:32]1[CH:37]=[CH:36][CH:35]=[CH:34][CH:33]=1>C1COCC1>[F:1][C:2]1[CH:21]=[C:20]([I:22])[CH:19]=[CH:18][C:3]=1[CH2:4][N:5]1[C:9]([C:10]([CH2:11][CH2:40][C:39]2[CH:42]=[CH:43][CH:44]=[CH:45][C:38]=2[O:31][C:32]2[CH:37]=[CH:36][CH:35]=[CH:34][CH:33]=2)=[O:12])=[C:8]([CH2:13][CH3:14])[N:7]=[C:6]1[CH2:15][CH2:16][CH3:17] |f:1.2|. Reported procedure: 1-(2-fluoro-4-iodobenzyl)-5-acetyl-4-ethyl-2-propyl- 1H-imidazole (5.52 g, 13.3 mmol) was dissolved in 50 mL of THF. The mixture was cooled at 0° C. under N2 and lithium diisopropylamide (7.3 mL of 2M in THF, 14.6 mmol) was added. After stirred at 0° C. for 15 minutes, a solution of o-phenoxybenzyl iodide (5.22 g, 16.8 mmol) in THF (15 mL) was added. The reaction mixture was warmed up to room temperature and stirred for 2 h. The mixture was partitioned between EtOAc and H2O. The two layers were ... Reactants: C1(CCCCC1)CCCCC[Mg]I (5-cyclohexylpentylmagnesium iodide), C(C)(C)(C)C1=C(C=C(C=C1)C=O)NC(CC1C2=CC=CC=C2OC=2C=CC=CC12)=O (N-(2-t-butyl-5-formylphenyl)-2-(9H-xanthen-9-yl)acetamide). Yields the product C(C)(C)(C)C1=C(C=C(C=C1)C(CCCCCC1CCCCC1)O)NC(CC1C2=CC=CC=C2OC=2C=CC=CC12)=O (N-[2-t-Butyl-5-(6-cyclohexyl-1-hydroxyhexyl)phenyl]-2-(9H-xanthen-9-yl)acetamide). Reaction SMILES: [CH:1]1([CH2:7][CH2:8][CH2:9][CH2:10][CH2:11][Mg]I)[CH2:6][CH2:5][CH2:4][CH2:3][CH2:2]1.[C:14]([C:18]1[CH:23]=[CH:22][C:21]([CH:24]=[O:25])=[CH:20][C:19]=1[NH:26][C:27](=[O:43])[CH2:28][CH:29]1[C:42]2[CH:41]=[CH:40][CH:39]=[CH:38][C:37]=2[O:36][C:35]2[C:30]1=[CH:31][CH:32]=[CH:33][CH:34]=2)([CH3:17])([CH3:16])[CH3:15]>>[C:14]([C:18]1[CH:23]=[CH:22][C:21]([CH:24]([OH:25])[CH2:11][CH2:10][CH2:9][CH2:8][CH2:7][CH:1]2[CH2:6][CH2:5][CH2:4][CH2:3][CH2:2]2)=[CH:20][C:19]=1[NH:26][C:27](=[O:43])[CH2:28][CH:29]1[C:30]2[CH:31]=[CH:32][CH:33]=[CH:34][C:35]=2[O:36][C:37]2[C:42]1=[CH:41][CH:40]=[CH:39][CH:38]=2)([CH3:17])([CH3:15])[CH3:16]. Procedure: Following a procedure similar to that described in Example 14, but using 5-cyclohexylpentylmagnesium iodide and N-(2-t-butyl-5-formylphenyl)-2-(9H-xanthen-9-yl)acetamide (prepared as described in Preparation 15) as starting materials, in relative proportions similar to those used in that Example, the title compound was obtained as a foam-like substance.